This data is from the Open Reaction Database (ORD), a public repository of structured organic reaction records. The task is: describe an organic reaction: reactants, conditions, products, and yield Reported procedure: To a solution of N-methoxy-N-methyl diethylphosphonoacetamide (34.56 g, 144.5 mmol) in THF (200 mls) at -78° C., was added n-butyllithium (57.8 mls of a 2.5M solution in hexanes, 144.5 mmol) dropwise. Upon completion of addition, the mixture was stirred for 30 mins at -78° C. A solution of cyclopropanecarboxaldehyde (6.75 g, 96.3 mmol) in THF (50 mls) was then added dropwise. Upon completion of addition, the cooling bath was withdrawn and the reaction allowed to warm to r.t. It was then diluted ... The yield is 94.0%. Conditions: temperature -78 celsius, time 30 minute. Reactants: C1(CC1)C=O (cyclopropanecarboxaldehyde), CON(C(CP(=O)(OCC)OCC)=O)C (N-methoxy-N-methyl diethylphosphonoacetamide), C(CCC)[Li] (n-butyllithium), solution. Reaction SMILES: [CH3:1][O:2][N:3]([CH3:15])[C:4](=[O:14])[CH2:5]P(OCC)(OCC)=O.[CH2:16]([Li])[CH2:17][CH2:18][CH3:19].C1(C=O)CC1>C1COCC1>[CH3:15][N:3]([O:2][CH3:1])[C:4](=[O:14])/[CH:5]=[CH:16]/[CH:17]1[CH2:19][CH2:18]1. Run in C1CCOC1 (THF), C1CCOC1 (THF), hexanes. Product: CN(C(\C=C\C1CC1)=O)OC (trans-N-methyl-N-methoxy-3-cyclopropylpropenamide). Reactants: O=C(NCCCCc1ccc(OCCCc2nnn[nH]2)cc1)OCc1ccccc1, ClCCl. Yields the product NCCCCc1ccc(OCCCc2nnn[nH]2)cc1. RXN SMILES: [CH2:1]([O:2][C:3](=[O:4])[NH:10][CH2:11][CH2:12][CH2:13][CH2:14][c:15]1[cH:16][cH:17][c:18]([O:21][CH2:22][CH2:23][CH2:24][c:25]2[n:26][n:27][n:28][nH:29]2)[cH:19][cH:20]1)[c:5]1[cH:6][cH:7][cH:8][cH:9][cH:30]1.[Cl:31][CH2:32][Cl:33]>>[NH2:10][CH2:11][CH2:12][CH2:13][CH2:14][c:15]1[cH:16][cH:17][c:18]([O:21][CH2:22][CH2:23][CH2:24][c:25]2[n:26][n:27][n:28][nH:29]2)[cH:19][cH:20]1. Starting materials: FC(C(=O)O)(F)F.FC(C(=O)[O-])(F)F.C(C1=CC=CC=C1)OC=1C=C2C=C(N(C2=CC1)CC1=CC(=CC=C1)C(N)=N)C(=O)NCC1=CC=C(C=C1)[N+](C)(C)C ([4-({[5-Benzyloxy-1-(3-amidino-benzyl)-1H-indole-2-carbonyl]-amino}-methyl)-phenyl]-trimethyl-ammonium trifluoroacetate trifluoroacetic acid salt), FC(C(=O)O)(F)F (trifluoroacetic acid). Reagents/catalysts: [Pd] (Pd/C). Solvent: C(C)O (ethanol). Yields the product FC(C(=O)O)(F)F.FC(C(=O)[O-])(F)F.C(N)(=N)C=1C=C(CN2C(=CC3=CC(=CC=C23)O)C(=O)NCC2=CC=C(C=C2)[N+](C)(C)C)C=CC1 ([4-({[1-(3-Amidino-benzyl)-5-hydroxy-1H-indole-2-carbonyl]-amino}-methyl)-phenyl]-trimethyl-ammonium trifluoroacetate trifluoroacetic acid salt). The yield is 53.0%. RXN SMILES: [F:1][C:2]([F:7])([F:6])[C:3]([OH:5])=[O:4].[F:8][C:9]([F:14])([F:13])[C:10]([O-:12])=[O:11].C([O:22][C:23]1[CH:24]=[C:25]2[C:29](=[CH:30][CH:31]=1)[N:28]([CH2:32][C:33]1[CH:38]=[CH:37][CH:36]=[C:35]([C:39](=[NH:41])[NH2:40])[CH:34]=1)[C:27]([C:42]([NH:44][CH2:45][C:46]1[CH:51]=[CH:50][C:49]([N+:52]([CH3:55])([CH3:54])[CH3:53])=[CH:48][CH:47]=1)=[O:43])=[CH:26]2)C1C=CC=CC=1.FC(F)(F)C(O)=O>C(O)C.[Pd]>[F:1][C:2]([F:7])([F:6])[C:3]([OH:5])=[O:4].[F:8][C:9]([F:14])([F:13])[C:10]([O-:12])=[O:11].[C:39]([C:35]1[CH:34]=[C:33]([CH:38]=[CH:37][CH:36]=1)[CH2:32][N:28]1[C:29]2[C:25](=[CH:24][C:23]([OH:22])=[CH:31][CH:30]=2)[CH:26]=[C:27]1[C:42]([NH:44][CH2:45][C:46]1[CH:51]=[CH:50][C:49]([N+:52]([CH3:53])([CH3:54])[CH3:55])=[CH:48][CH:47]=1)=[O:43])(=[NH:40])[NH2:41] |f:0.1.2,6.7.8|. Reported procedure: The starting material, [4-({[5-benzyloxy-1-(3-amidino-benzyl)-1H-indole-2-carbonyl]-amino}-methyl)-phenyl]-trimethyl-ammonium trifluoroacetate trifluoroacetic acid salt (example 56), was dissolved in ethanol, 2 equivalents of trifluoroacetic acid and Pd/C (10%) were added and the mixture was hydrogenated. The reaction mixture was concentrated and purified by flash-chromatography on silica gel with dichloromethane/methanol/trifluoroacetic acid 9:1:0.1. The product was concentrated and lyophilized... The reactants are C(C1=CC=CC=C1)OC1=C2C=C(N(C2=CC=C1)C)C(=O)OCC (ethyl 4-benzyloxy-1-methyl-1H-indole-2-carboxylate), O[Li].O (LiOH.H2O). The solvent is C1CCOC1 (THF), O (water). Reaction conditions: temperature 45 celsius. Yields the product C(C1=CC=CC=C1)OC1=C2C=C(N(C2=CC=C1)C)C(=O)O (4-Benzyloxy-1-methyl-1H-indole-2-carboxylic acid). Yield: 102.1%. As a reaction SMILES: [CH2:1]([O:8][C:9]1[CH:17]=[CH:16][CH:15]=[C:14]2[C:10]=1[CH:11]=[C:12]([C:19]([O:21]CC)=[O:20])[N:13]2[CH3:18])[C:2]1[CH:7]=[CH:6][CH:5]=[CH:4][CH:3]=1.O[Li].O>C1COCC1.O>[CH2:1]([O:8][C:9]1[CH:17]=[CH:16][CH:15]=[C:14]2[C:10]=1[CH:11]=[C:12]([C:19]([OH:21])=[O:20])[N:13]2[CH3:18])[C:2]1[CH:7]=[CH:6][CH:5]=[CH:4][CH:3]=1 |f:1.2|. Reported procedure: To a stirred solution of ethyl 4-benzyloxy-1-methyl-1H-indole-2-carboxylate (3.09 g) in THF (200 mL) was added LiOH.H2O (1.26 g) in water (200 mL) and the resulting two phase solution was heated at 45° C. under nitrogen overnight. The cooled reaction mixture was evaporated to remove THF and the remaining aqueous solution was acidified with NaHSO4 to precipitate the title compound, which was collected, washed with water, and dried to give 2.87 g of the title compound. Mp 216.6-216.8° C. Reactants: P(=O)(Cl)(Cl)Cl (phosphorus oxychloride), NC1[C@@H]2N(C(=C(CS2)CSC=2C=CC=3N(N2)N=NN3)C(=O)O)C1=O (7-Amino-3-(tetrazolo[1,5-b]pyridazin-6-yl)thiomethyl-3-cephem-4-carboxylic acid), C([O-])(O)=O.[Na+] (sodium bicarbonate), Cl (hydrochloric acid), aqueous solution, C([O-])([O-])=O.[Na+].[Na+] (sodium carbonate), C(C)(C)(C)OC(=O)CON=C(C(=O)O)C1=NSC=N1 (2-t-Butoxycarbonylmethoxyimino-2-(1,2,4-thiadiazol-3-yl)acetic acid), C[N+](=CCl)C.[Cl-] (Vilsmeier reagent). Run in C(C)(=O)OCC (ethyl acetate), CN(C=O)C (N,N-dimethylformamide), O (water), C(C)(=O)OCC (Ethyl acetate), O (water), CC(=O)C (acetone), C(C)(=O)OCC (ethyl acetate). Conditions: time 30 minute. The product is C[N+](=CCl)C.[Cl-] (Vilsmeier reagent), C(C)(C)(C)OC(=O)CON=C(C(=O)NC1[C@@H]2N(C(=C(CS2)CSC=2C=CC=3N(N2)N=NN3)C(=O)O)C1=O)C1=NSC=N1 (7-[2-t-butoxycarbonylmethoxyimino-2-(1,2,4-thiadiazol-3 -yl)acetamido]-3-(tetrazolo[1,5-b]pyridazin-6-yl)thiomethyl-3-cephem-4-carboxylic acid). Reaction SMILES: P(Cl)(Cl)([Cl:3])=O.[C:6]([O:10][C:11]([CH2:13][O:14][N:15]=[C:16]([C:20]1[N:24]=[CH:23][S:22][N:21]=1)[C:17]([OH:19])=O)=[O:12])([CH3:9])([CH3:8])[CH3:7].[CH3:25][N+:26]([CH3:29])=[CH:27][Cl:28].[Cl-].[NH2:31][CH:32]1[C:53](=[O:54])[N:34]2[C:35]([C:50]([OH:52])=[O:51])=[C:36]([CH2:39][S:40][C:41]3[CH:42]=[CH:43][C:44]4[N:45]([N:47]=[N:48][N:49]=4)[N:46]=3)[CH2:37][S:38][C@H:33]12.C(=O)(O)[O-].[Na+].C(=O)([O-])[O-].[Na+].[Na+].Cl>C(OCC)(=O)C.O.CC(C)=O.CN(C)C=O>[CH3:25][N+:26]([CH3:29])=[CH:27][Cl:28].[Cl-:3].[C:6]([O:10][C:11]([CH2:13][O:14][N:15]=[C:16]([C:20]1[N:24]=[CH:23][S:22][N:21]=1)[C:17]([NH:31][CH:32]1[C:53](=[O:54])[N:34]2[C:35]([C:50]([OH:52])=[O:51])=[C:36]([CH2:39][S:40][C:41]3[CH:42]=[CH:43][C:44]4[N:45]([N:47]=[N:48][N:49]=4)[N:46]=3)[CH2:37][S:38][C@H:33]12)=[O:19])=[O:12])([CH3:7])([CH3:8])[CH3:9] |f:2.3,5.6,7.8.9,15.16|. Procedure: Vilsmeier reagent was prepared from phosphorus oxychloride (1.4 g) and N,N-dimethylformamide (0.65 g) in ethyl acetate (2.6 ml) in a usual manner. 2-t-Butoxycarbonylmethoxyimino-2-(1,2,4-thiadiazol-3-yl)acetic acid (syn isomer) (2.1 g) was added to the stirred suspension of Vilsmeier reagent in ethyl acetate (20 ml) under ice-cooling and the mixture was stirred for 30 minutes at the same temperature to prepare an activated acid solution. 7-Amino-3-(tetrazolo[1,5-b]pyridazin-6-yl)thiomethyl-3-cep... The reactants are C(C)(=O)CC(C)=O (acetylacetone), C(C)(C)C=1C(=NNC1N)N (4-Isopropyl-1H-pyrazole-3,5-diamine), Cl.NO (Hydroxylamine hydrochloride). Solvent: C(C)(=O)O (acetic acid). Run at time 14 hour. Yields the product C(C)(C)C=1C(=NN2C1N=C(C=C2C)C)N (3-Isopropyl-5,7-dimethylpyrazolo[1,5-a]pyrimidin-2-amine). Reaction SMILES: [C:1]([CH2:4][C:5](=O)[CH3:6])(=O)[CH3:2].[CH:8]([C:11]1[C:12]([NH2:17])=[N:13][NH:14][C:15]=1[NH2:16])([CH3:10])[CH3:9].Cl.NO>C(O)(=O)C>[CH:8]([C:11]1[C:15]([NH2:16])=[N:14][N:13]2[C:1]([CH3:2])=[CH:4][C:5]([CH3:6])=[N:17][C:12]=12)([CH3:10])[CH3:9] |f:2.3|. Procedure: A solution of acetylacetone (1034 mg, 10.33 mmol) and the product from Example 112B (965 mg, 6.88 mmol) in acetic acid (5 mL) was heated at 115° C. for 90 minutes, and then cooled to room temperature. Hydroxylamine hydrochloride (520 mg) was added, and the solution was stirred at room temperature for 14 hours, and then concentrated under vacuum. The residue was purified by HPLC (30×100 mm XBridge column eluted with 0.1 M aqueous (NH4)2CO3-MeOH, 60:40-0:100 over 15 min) to provide the title compo... The reactants are C(C1=CC=CC=C1)OCC[C@@H](C(=O)NN1C(=C(C=C1)Br)C(=O)OC)NC(=O)OC(C)(C)C ((S)-Methyl 1-(4-(benzyloxy)-2-((tert-butoxycarbonyl)amino)butanamido)-3-bromo-1H-pyrrole-2-carboxylate), FC=1C=C(N)C=C(C1)F (3,5-difluoroaniline), C[Al](C)C (trimethyl aluminium), 10a. Product: C(C1=CC=CC=C1)OCC[C@@H](C(=O)NN1C(=C(C=C1)Br)C(NC1=CC(=CC(=C1)F)F)=O)NC(OC(C)(C)C)=O ((S)-tert-Butyl (4-(benzyloxy)-1-((3-bromo-2-((3,5-difluorophenyl)carbamoyl)-1H-pyrrol-1-yl)amino)-1-oxobutan-2-yl)carbamate). Yield: 45.8%. Reaction SMILES: [CH2:1]([O:8][CH2:9][CH2:10][C@H:11]([NH:25][C:26]([O:28][C:29]([CH3:32])([CH3:31])[CH3:30])=[O:27])[C:12]([NH:14][N:15]1[CH:19]=[CH:18][C:17]([Br:20])=[C:16]1[C:21]([O:23]C)=O)=[O:13])[C:2]1[CH:7]=[CH:6][CH:5]=[CH:4][CH:3]=1.[F:33][C:34]1[CH:35]=[C:36]([CH:38]=[C:39]([F:41])[CH:40]=1)[NH2:37].C[Al](C)C>>[CH2:1]([O:8][CH2:9][CH2:10][C@H:11]([NH:25][C:26](=[O:27])[O:28][C:29]([CH3:30])([CH3:32])[CH3:31])[C:12]([NH:14][N:15]1[CH:19]=[CH:18][C:17]([Br:20])=[C:16]1[C:21](=[O:23])[NH:37][C:36]1[CH:35]=[C:34]([F:33])[CH:40]=[C:39]([F:41])[CH:38]=1)=[O:13])[C:2]1[CH:7]=[CH:6][CH:5]=[CH:4][CH:3]=1. Reported procedure: (S)-Methyl 1-(4-(benzyloxy)-2-((tert-butoxycarbonyl)amino)butanamido)-3-bromo-1H-pyrrole-2-carboxylate (4 g, 7.84 mmol) was treated with 3,5-difluoroaniline (5.06 g, 39.19 mmol) and trimethyl aluminium (2 M in toluene, 19.6 mL, 39.18 mmol) according to the method of Preparation 10a. The residue was purified using SP1® Purification System (0% to 50% hexane-ethyl acetate) to obtain 2.18 g (41% yield) of the title compound as a white solid. Purity 88%.